The task is: describe an organic reaction: reactants, conditions, products, and yield. This data is from the Open Reaction Database (ORD), a public repository of structured organic reaction records. Reagents/catalysts: [Pd] (palladium-on-charcoal). Reaction SMILES: [CH2:1]([O:3][CH2:4][CH2:5][N:6]1[C:14]2[C:9](=[N:10][CH:11]=[CH:12][CH:13]=2)[N:8]=[C:7]1[CH2:15][N:16]1[CH2:21][CH2:20][N:19](CC2C=CC=CC=2)[CH2:18][CH2:17]1)[CH3:2].[H][H]>[Pd].CO>[CH2:1]([O:3][CH2:4][CH2:5][N:6]1[C:14]2[C:9](=[N:10][CH:11]=[CH:12][CH:13]=2)[N:8]=[C:7]1[CH2:15][N:16]1[CH2:17][CH2:18][NH:19][CH2:20][CH2:21]1)[CH3:2]. Yields the product C(C)OCCN1C(=NC2=NC=CC=C21)CN2CCNCC2 (1-(2-ethoxyethyl)-2-(1-piperazinyl-methyl)-1H-imidazo[4,5-b]pyridine), compound 31. Solvent: CO (methanol). Procedure: A mixture of 8.3 parts of 1-(2-ethoxyethyl)-2-[[4-(phenylmethyl)-1-piperazinyl]methyl]-1H-imidazo[4,5-b]pyridine and 200 parts of methanol was hydrogenated at normal pressure and at room temperature with 2 parts of palladium-on-charcoal catalyst 10%. After the calculated amount of hydrogen was taken up, the catalyst was filtered off and the filtrate was evaporated. The residue was purified by column chromatography over silica gel using a mixture of trichloromethane and methanol, saturated with a... Reactants: C(C)OCCN1C(=NC2=NC=CC=C21)CN2CCN(CC2)CC2=CC=CC=C2 (1-(2-ethoxyethyl)-2-[[4-(phenylmethyl)-1-piperazinyl]methyl]-1H-imidazo[4,5-b]pyridine), [H][H] (hydrogen). The yield is 46.1%. Product: CCCCCCCCC(CCC(CCCCCCCC)C(=O)OC)C(=O)OC. Reactants: COC(=O)CCCCC(=O)OC, CC(=O)[O-], CC(=O)[O-], CC(=O)[O-], CC(=O)[O-], C=CCCCCCC, CCCCCCCCC(CCCC(=O)OC)C(=O)OC, CC(=O)O, [Co+2], [Mn+2], O. RXN SMILES: [C:1]([O:2][CH3:3])(=[O:4])[CH2:5][CH2:6][CH2:7][CH2:8][C:9]([O:10][CH3:11])=[O:12].[C:42]([O-:43])(=[O:44])[CH3:45].[C:47]([O-:48])(=[O:49])[CH3:50].[C:51]([O-:52])(=[O:53])[CH3:54].[C:56]([O-:57])(=[O:58])[CH3:59].[CH2:13]=[CH:14][CH2:15][CH2:16][CH2:17][CH2:18][CH2:19][CH3:20].[CH2:22]([CH2:23][CH2:24][CH2:25][CH2:26][CH2:27][CH2:28][CH3:29])[CH:30]([C:31](=[O:32])[O:33][CH3:34])[CH2:35][CH2:36][CH2:37][C:38](=[O:39])[O:40][CH3:41].[CH3:60][C:61](=[O:62])[OH:63].[Co+2:55].[Mn+2:46].[O:21]>>[CH2:13]([CH2:14][CH2:15][CH2:16][CH2:17][CH2:18][CH2:19][CH3:20])[CH:37]([CH2:36][CH2:35][CH:30]([CH2:22][CH2:23][CH2:24][CH2:25][CH2:26][CH2:27][CH2:28][CH3:29])[C:31](=[O:32])[O:33][CH3:34])[C:38](=[O:39])[O:40][CH3:41].